Dataset: the Open Reaction Database (ORD), a public repository of structured organic reaction records. Task: describe an organic reaction: reactants, conditions, products, and yield Reactants: C(C1=CC=CC=C1)NC=1N=NC(=CC1)C1=CC(=C(C=C1)OC)OC1CCCC1 (3-benzylamino-6-(3-cyclopentyloxy-4-methoxyphenyl)pyridazine), C1=CCCCC1 (cyclohexene), Cl (hydrochloric acid), C1=CCCCC1 (cyclohexene). The reagents and catalysts are [Pd] (Pd/C), [Pd] (Pd/C). Run in C(C)(=O)O (acetic acid). Run at time 16 hour. Product: NC=1N=NC(=CC1)C1=CC(=C(C=C1)OC)OC1CCCC1 (3-amino-6-(3-cyclopentyloxy-4-methoxyphenyl)pyridazine). Yield: 42.1%. As a reaction SMILES: C([NH:8][C:9]1[N:10]=[N:11][C:12]([C:15]2[CH:20]=[CH:19][C:18]([O:21][CH3:22])=[C:17]([O:23][CH:24]3[CH2:28][CH2:27][CH2:26][CH2:25]3)[CH:16]=2)=[CH:13][CH:14]=1)C1C=CC=CC=1.Cl.C1CCCCC=1>C(O)(=O)C.[Pd]>[NH2:8][C:9]1[N:10]=[N:11][C:12]([C:15]2[CH:20]=[CH:19][C:18]([O:21][CH3:22])=[C:17]([O:23][CH:24]3[CH2:25][CH2:26][CH2:27][CH2:28]3)[CH:16]=2)=[CH:13][CH:14]=1. Reported procedure: 15 g (40 mmol) of 3-benzylamino-6-(3-cyclopentyloxy-4-methoxyphenyl)pyridazine are heated to reflux in a mixture of 100 ml of glacial acetic acid, 6.5 ml of concentrated hydrochloric acid, 9.8 g (0.12 mol) of cyclohexene and 3 spatula tips of Pd/C (10 percent) for 4 hours. 9.8 g of cyclohexene and Pd/C are added once again, and boiling is continued for 16 hours. The catalyst is filtered off, the solution is diluted with 1 l of water and neutralized with concentrated ammonia, and the resulting pr... The reactants are COC(=O)c1cccc(-c2cc(C)c(C=C3C(=O)Nc4ccccc43)o2)c1, CCO, Cl, [Na+], [OH-]. Yields the product Cc1cc(-c2cccc(C(=O)O)c2)oc1C=C1C(=O)Nc2ccccc21. Reaction SMILES: [CH3:1][c:2]1[cH:3][c:4](-[c:18]2[cH:19][c:20]([C:21](=[O:22])[O:23][CH3:24])[cH:25][cH:26][cH:27]2)[o:5][c:6]1[CH:7]=[C:8]1[C:9](=[O:17])[NH:10][c:11]2[cH:12][cH:13][cH:14][cH:15][c:16]21.[CH3:29][CH2:30][OH:31].[ClH:28].[Na+:33].[OH-:32]>>[CH3:1][c:2]1[cH:3][c:4](-[c:18]2[cH:19][c:20]([C:21](=[O:22])[OH:23])[cH:25][cH:26][cH:27]2)[o:5][c:6]1[CH:7]=[C:8]1[C:9](=[O:17])[NH:10][c:11]2[cH:12][cH:13][cH:14][cH:15][c:16]21. The reactants are C(C1=CC=CC=C1)OC(=O)N[C@@H](C(C)C)C(=O)OC[C@@H]1[C@H](C[C@@H](O1)N1C(=O)NC(=O)C(=C1)F)O (5'-O-(N-benzyloxycarbonylvalyl)-2'-deoxy-5-fluorouridine), [H][H] (hydrogen), Cl.C(C)(C)O (hydrogen chloride isopropyl alcohol). Reagents/catalysts: [C].[Pd] (palladium-carbon). The solvent is C(C)(C)O (isopropyl alcohol). The product is Cl.N[C@@H](C(C)C)C(=O)OC[C@@H]1[C@H](C[C@@H](O1)N1C(=O)NC(=O)C(=C1)F)O (5'-O-(valyl)-2'-deoxy-5-fluorouridine hydrochloride). The yield is 84.2%. As a reaction SMILES: C(OC([NH:11][C@H:12]([C:16]([O:18][CH2:19][C@H:20]1[O:24][C@@H:23]([N:25]2[CH:32]=[C:31]([F:33])[C:29](=[O:30])[NH:28][C:26]2=[O:27])[CH2:22][C@@H:21]1[OH:34])=[O:17])[CH:13]([CH3:15])[CH3:14])=O)C1C=CC=CC=1.[ClH:35].C(O)(C)C.[H][H]>C(O)(C)C.[C].[Pd]>[ClH:35].[NH2:11][C@H:12]([C:16]([O:18][CH2:19][C@H:20]1[O:24][C@@H:23]([N:25]2[CH:32]=[C:31]([F:33])[C:29](=[O:30])[NH:28][C:26]2=[O:27])[CH2:22][C@@H:21]1[OH:34])=[O:17])[CH:13]([CH3:14])[CH3:15] |f:1.2,5.6,7.8|. Reported procedure: To a solution of 1.70 g (3.55 m-mol) of 5'-O-(N-benzyloxycarbonylvalyl)-2'-deoxy-5-fluorouridine obtained in Example 26 in 50 ml of isopropyl alcohol were added 10% palladium-carbon (750 mg) and a solution of 16.0% hydrogen chloride-isopropyl alcohol (810 mg). The mixture was stirred for 3.5 hours in a stream of hydrogen under normal pressure at ordinary temperature. The catalyst was filtered off and the solvent was distilled off under reduced pressure from the reaction mixture and the residue w... The reactants are CCOC(=O)CN=[N+]=[N-], CCO, [Na], O=Cc1ccc(-c2ccccc2)s1. Yields the product CCOC(=O)C(=Cc1ccc(-c2ccccc2)s1)N=[N+]=[N-]. As a reaction SMILES: [CH2:14]([CH3:15])[O:16][C:17]([CH2:18][N:19]=[N+:20]=[N-:21])=[O:22].[CH3:24][CH2:25][OH:26].[Na:23].[c:1]1(-[c:7]2[cH:8][cH:9][c:10]([CH:12]=[O:13])[s:11]2)[cH:2][cH:3][cH:4][cH:5][cH:6]1>>[c:1]1(-[c:7]2[cH:8][cH:9][c:10]([CH:12]=[C:18]([C:17]([O:16][CH2:14][CH3:15])=[O:22])[N:19]=[N+:20]=[N-:21])[s:11]2)[cH:2][cH:3][cH:4][cH:5][cH:6]1.